Dataset: the Open Reaction Database (ORD), a public repository of structured organic reaction records. Task: describe an organic reaction: reactants, conditions, products, and yield Starting materials: CN(C)C=O, COc1cc(C=O)ccc1OS(=O)(=O)C(F)(F)F, OB(O)c1ccccc1C(F)(F)F, [K+], [K+], [K+], O, O=P([O-])([O-])[O-]. Yields the product COc1cc(C=O)ccc1-c1ccccc1C(F)(F)F. Reaction SMILES: [CH3:41][N:42]([CH3:43])[CH:44]=[O:45].[CH:1](=[O:2])[c:3]1[cH:4][c:5]([O:17][CH3:18])[c:6]([O:9][S:10]([C:11]([F:12])([F:13])[F:14])(=[O:15])=[O:16])[cH:7][cH:8]1.[F:19][C:20]([c:21]1[c:22]([B:27]([OH:28])[OH:29])[cH:23][cH:24][cH:25][cH:26]1)([F:30])[F:31].[K+:37].[K+:38].[K+:39].[OH2:40].[P:32]([O-:33])([O-:34])([O-:35])=[O:36]>>[CH:1](=[O:2])[c:3]1[cH:4][c:5]([O:17][CH3:18])[c:6](-[c:22]2[c:21]([C:20]([F:19])([F:30])[F:31])[cH:26][cH:25][cH:24][cH:23]2)[cH:7][cH:8]1.